describe an organic reaction: reactants, conditions, products, and yield From a dataset of the Open Reaction Database (ORD), a public repository of structured organic reaction records. The reactants are C1CCOC1, [Li]CCCC, CCOC(C)=O, Clc1ccc(-c2cccs2)s1, CN(C)C=O. The product is O=Cc1ccc(-c2ccc(Cl)s2)s1. RXN SMILES: [CH2:22]1[O:23][CH2:24][CH2:25][CH2:26]1.[CH3:12][CH2:13][CH2:14][CH2:15][Li:16].[CH3:27][CH2:28][O:29][C:30]([CH3:31])=[O:32].[Cl:1][c:2]1[cH:3][cH:4][c:5](-[c:7]2[s:8][cH:9][cH:10][cH:11]2)[s:6]1.[O:17]=[CH:18][N:19]([CH3:20])[CH3:21]>>[Cl:1][c:2]1[cH:3][cH:4][c:5](-[c:7]2[s:8][c:9]([CH:18]=[O:17])[cH:10][cH:11]2)[s:6]1. Starting materials: CC(C#C)O (3-butyn-2-ol), IC=1N=CN2C1CN(C(C1=C2C=CC=C1)=O)C (4,5-dihydro-3-iodo-5-methyl-6H-imidazo[1,5-a][1,4]benzodiazepin-6-one). The reagents and catalysts are Cl[Pd]([P](C1=CC=CC=C1)(C2=CC=CC=C2)C3=CC=CC=C3)([P](C4=CC=CC=C4)(C5=CC=CC=C5)C6=CC=CC=C6)Cl (bis-(triphenylphosphine)-palladium(II) dichloride), [Cu]I (copper(I) iodide). Run in C(C)NCC (diethylamine), C(CCl)Cl (ethylene chloride). Product: OC(C#CC=1N=CN2C1CN(C(C1=C2C=CC=C1)=O)C)C (4,5-dihydro-3-(3-hydroxy-1-butynyl)-5-methyl-6H-imidazo[1,5-a][1,4]benzodiazepin-6-one). RXN SMILES: I[C:2]1[N:3]=[CH:4][N:5]2[C:11]3[CH:12]=[CH:13][CH:14]=[CH:15][C:10]=3[C:9](=[O:16])[N:8]([CH3:17])[CH2:7][C:6]=12.[CH3:18][CH:19]([OH:22])[C:20]#[CH:21]>C(NCC)C.C(Cl)CCl.Cl[Pd](Cl)([P](C1C=CC=CC=1)(C1C=CC=CC=1)C1C=CC=CC=1)[P](C1C=CC=CC=1)(C1C=CC=CC=1)C1C=CC=CC=1.[Cu]I>[OH:22][CH:19]([CH3:18])[C:20]#[C:21][C:2]1[N:3]=[CH:4][N:5]2[C:11]3[CH:12]=[CH:13][CH:14]=[CH:15][C:10]=3[C:9](=[O:16])[N:8]([CH3:17])[CH2:7][C:6]=12 |^1:34,53|. Procedure: 6.78 g (20 mmol) of 4,5-dihydro-3-iodo-5-methyl-6H-imidazo[1,5-a][1,4]benzodiazepin-6-one was heated to boiling under reflux for 7 hours with 1.75 g (25 mmol) of 3-butyn-2-ol, 70 mg of bis-(triphenylphosphine)-palladium(II) dichloride and 15 mg of copper(I) iodide in 50 ml of diethylamine and 30 ml of ethylene chloride. The reaction mixture was evaporated and the residue was chromatographed on silica gel while eluting with ethyl acetate. After recrystallization from ethyl acetate and hexane ther... Reactants: (CH3CN)2PdCl2, C=CC1=CC=CC=C1 (styrene), C(C)(=O)[O-].[Na+] (sodium acetate), Br benzene. Reagents/catalysts: [P+](C1=CC=CC=C1)(C1=CC=CC=C1)(C1=CC=CC=C1)C1=CC=CC=C1.[Cl-] (Ph4PCl). The solvent is CN(C)C=O (DMF). Reaction conditions: time 5 hour. The product is C1(=CC=CC=C1)\C=C\C1=CC=CC=C1 (trans-stilbene), C1(=CC=CC=C1)\C=C/C1=CC=CC=C1 (cis-stilbene), C1(=CC=CC=C1)C(=C)C1=CC=CC=C1 (1,1-diphenylethene), Br benzene. The yield is 14.5%. As a reaction SMILES: [C:1]([O-])(=O)[CH3:2].[Na+].[CH2:6]=[CH:7][C:8]1[CH:13]=[CH:12][CH:11]=[CH:10][CH:9]=1>[P+](C1C=CC=CC=1)(C1C=CC=CC=1)(C1C=CC=CC=1)C1C=CC=CC=1.[Cl-].CN(C=O)C>[C:8]1(/[CH:7]=[CH:6]/[C:1]2[CH:2]=[CH:9][CH:8]=[CH:7][CH:6]=2)[CH:13]=[CH:12][CH:11]=[CH:10][CH:9]=1.[C:8]1(/[CH:7]=[CH:6]\[C:1]2[CH:2]=[CH:9][CH:8]=[CH:7][CH:6]=2)[CH:13]=[CH:12][CH:11]=[CH:10][CH:9]=1.[C:8]1([C:7]([C:1]2[CH:2]=[CH:9][CH:8]=[CH:7][CH:6]=2)=[CH2:6])[CH:13]=[CH:12][CH:11]=[CH:10][CH:9]=1 |f:0.1,3.4|. Reported procedure: A reaction is performed as described in Example 1, except that 3.9 mg (0.015 mmol) of (CH3CN)2PdCl2, 34.9 mg (0.09 mmol) of Ph4PCl, 520.9 mg (6.35 mmol) of anhydrous sodium acetate, 499.6 mg (3.118 mmol) of Br-benzene and 489.3 mg (4.7 mmol) of styrene are reacted in 1.5 ml of DMF. Stirring is performed at 130° C. for 5 hours. According to the processing described in Example 1, a 74.8% yield of Heck products (85.0% trans-stilbene, 0.5% cis-stilbene, and 14.5% 1,1-diphenylethene) is obtained with... The reactants are Br[Mg]c1ccccc1, C[SiH](C)OC1CCCC(C(C)(C)C)CCCCC1=O, Cl, C1CCOC1, O. Yields the product C[SiH](C)OC1CCCC(C(C)(C)C)CCCCC1(O)c1ccccc1. RXN SMILES: [Br:1][Mg:2][c:3]1[cH:4][cH:5][cH:6][cH:7][cH:8]1.[C:9]([CH3:10])([CH3:11])([CH3:12])[CH:13]1[CH2:14][CH2:15][CH2:16][CH:17]([O:24][SiH:25]([CH3:26])[CH3:27])[C:18](=[O:23])[CH2:19][CH2:20][CH2:21][CH2:22]1.[ClH:29].[O:30]1[CH2:31][CH2:32][CH2:33][CH2:34]1.[OH2:28]>>[c:3]1([C:18]2([OH:23])[CH:17]([O:24][SiH:25]([CH3:26])[CH3:27])[CH2:16][CH2:15][CH2:14][CH:13]([C:9]([CH3:10])([CH3:11])[CH3:12])[CH2:22][CH2:21][CH2:20][CH2:19]2)[cH:4][cH:5][cH:6][cH:7][cH:8]1.